Dataset: the Open Reaction Database (ORD), a public repository of structured organic reaction records. Task: describe an organic reaction: reactants, conditions, products, and yield The reactants are NC=1C=CC=C2C=CC(=CC12)O (8-amino-2-naphthol), C(C1=CC=CC=C1)=O (benzaldehyde), S(=O)(=O)([O-])[O-].[Na+].[Na+] (sodium sulfate). Solvent: C1CCOC1 (THF). The product is C(/C1=CC=CC=C1)=N\C=1C=CC=C2C=CC(=CC12)O ((E)-8-(benzylideneamino) naphthalen-2-ol). The yield is 98.4%. Reaction SMILES: [NH2:1][C:2]1[CH:3]=[CH:4][CH:5]=[C:6]2[C:11]=1[CH:10]=[C:9]([OH:12])[CH:8]=[CH:7]2.[CH:13](=O)[C:14]1[CH:19]=[CH:18][CH:17]=[CH:16][CH:15]=1.S([O-])([O-])(=O)=O.[Na+].[Na+]>C1COCC1>[CH:13](=[N:1]/[C:2]1[CH:3]=[CH:4][CH:5]=[C:6]2[C:11]=1[CH:10]=[C:9]([OH:12])[CH:8]=[CH:7]2)\[C:14]1[CH:19]=[CH:18][CH:17]=[CH:16][CH:15]=1 |f:2.3.4|. Reported procedure: A mixture of 8-amino-2-naphthol 1 (8.2 g, 52 mmol), benzaldehyde (16 mL, 156 mmol) and sodium sulfate (41.3 g, 291 mmol) in THF (100 mL) was stirred at reflux over night. The mixture was cooled to room temperature, filtered and concentrated under reduced pressure. The resulting residue was purified by column chromatography (hexane ethyl acetate/triethyl amine 75/23/2) to give 12.65 g of impure (E)-8-(benzylideneamino) naphthalen-2-ol (2) which was used in the next step without further purificati... Product: CC(CCC)(C)NC(=O)NC=1COC(C1)=O (1-(1,1-dimethylbutyl)-3-(2,5-dihydro-5-oxo-3-furyl)urea). The reagents and catalysts are C1(=CC=C(C=C1)S(=O)(=O)O)C (p-toluenesulfonic acid). RXN SMILES: C[O:2][C:3](=[O:9])[CH2:4][C:5]([CH2:7]Br)=O.[CH3:10][C:11]([NH:16][C:17]([NH2:19])=[O:18])([CH3:15])[CH2:12][CH2:13][CH3:14].O>C1C=CC=CC=1.C1(C)C=CC(S(O)(=O)=O)=CC=1>[CH3:10][C:11]([NH:16][C:17]([NH:19][C:5]1[CH2:7][O:2][C:3](=[O:9])[CH:4]=1)=[O:18])([CH3:15])[CH2:12][CH2:13][CH3:14]. The solvent is C1=CC=CC=C1 (benzene). Starting materials: O (water), COC(CC(=O)CBr)=O (methyl-4-bromoacetoacetate), CC(CCC)(C)NC(=O)N (1,1-dimethylbutylurea). The yield is 8.0%. Procedure details: To a solution of 22 g of methyl-4-bromoacetoacetate in 200 ml benzene is added 14.4 g of 1,1-dimethylbutylurea and 100 mg of p-toluenesulfonic acid. The solution is heated at reflux under nitrogen for 4 hours with water removal. At the end of this period the solution is cooled and concentrated. The residual material is chromatographed on 400 g of silicic acid. Elution with a solution of benzene (60%), ethyl acetate (30%) and methanol (10%) gives crystalline material. Recrystallization of this ma... The reactants are ClC1=CC=C(C=C1)C1=NN(C(N1C1CC1)=O)CC(=O)O ([3-(4-chlorophenyl)-4-cyclopropyl-5-oxo-4,5-dihydro-1H-1,2,4-triazol-1-yl]-acetic acid), CCN=C=NCCCN(C)C.Cl (EDC hydrochloride), C1(=CC=CC=C1)C(C)(C)N (2-phenylpropan-2-amine), C=1C=CC2=C(C1)N=NN2O (HOBt), CCN=C=NCCCN(C)C.Cl (EDC hydrochloride), C1(=CC=CC=C1)C(C)(C)N (2-phenylpropan-2-amine), C=1C=CC2=C(C1)N=NN2O (HOBt). Solvent: CN(C=O)C (dimethylformamide). Conditions: time 10 minute. Product: ClC1=CC=C(C=C1)C1=NN(C(N1C1CC1)=O)CC(=O)NC(C)(C1=CC=CC=C1)C (2-[3-(4-chlorophenyl)-4-cyclopropyl-5-oxo-4,5-dihydro-1H-1,2,4-triazol-1-yl]-N-(1-methyl-1-phenylethyl)acetamide). RXN SMILES: [Cl:1][C:2]1[CH:7]=[CH:6][C:5]([C:8]2[N:12]([CH:13]3[CH2:15][CH2:14]3)[C:11](=[O:16])[N:10]([CH2:17][C:18](O)=[O:19])[N:9]=2)=[CH:4][CH:3]=1.[C:21]1([C:27]([NH2:30])([CH3:29])[CH3:28])[CH:26]=[CH:25][CH:24]=[CH:23][CH:22]=1.C1C=CC2N(O)N=NC=2C=1.CCN=C=NCCCN(C)C.Cl>CN(C)C=O>[Cl:1][C:2]1[CH:3]=[CH:4][C:5]([C:8]2[N:12]([CH:13]3[CH2:15][CH2:14]3)[C:11](=[O:16])[N:10]([CH2:17][C:18]([NH:30][C:27]([CH3:29])([C:21]3[CH:26]=[CH:25][CH:24]=[CH:23][CH:22]=3)[CH3:28])=[O:19])[N:9]=2)=[CH:6][CH:7]=1 |f:3.4|. Procedure: 70.0 mg (0.238 mmol) of [3-(4-chlorophenyl)-4-cyclopropyl-5-oxo-4,5-dihydro-1H-1,2,4-triazol-1-yl]-acetic acid from Example 88A and 32.2 mg (0.238 mmol) of 2-phenylpropan-2-amine are placed in 2 ml of dimethylformamide and treated with 38.7 mg (0.286 mmol) of HOBt. After 10 mins' stirring, 59.4 mg (0.310 mmol) EDC hydrochloride are added and the mixture is stirred overnight at room temperature. After this, 32.2 mg (0.238 mmol) of 2-phenylpropan-2-amine, 38.7 mg (0.286 mmol) of HOBt and 59.4 mg (... The reactants are BrC=1C(=NC=C(C(=O)NC2=CC=C(C=C2)OC(F)(F)F)C1)N1CC(CC1)C(C)(C)O (5-Bromo-6-(3-(2-hydroxypropan-2-yl)pyrrolidin-1-yl)-N-(4-(trifluoromethoxy)phenyl)nicotinamide), N1=CN=CC(=C1)B(O)O (pyrimidin-5-ylboronic acid), C(=O)(O)[O-].[Na+] (NaHCO3). Reagents/catalysts: Cl[Pd]([P](C1=CC=CC=C1)(C2=CC=CC=C2)C3=CC=CC=C3)([P](C4=CC=CC=C4)(C5=CC=CC=C5)C6=CC=CC=C6)Cl (Pd(PPh3)2Cl2). Run in CCO (EtOH), COCCOC (DME), CCOC(=O)C (EtOAc). Run at temperature 95 celsius, time 2 hour. Yields the product OC(C)(C)C1CN(CC1)C1=NC=C(C(=O)NC2=CC=C(C=C2)OC(F)(F)F)C=C1C=1C=NC=NC1 (6-(3-(2-Hydroxypropan-2-yl)pyrrolidin-1-yl)-5-(pyrimidin-5-yl)-N-(4-(trifluoromethoxy)phenyl)nicotinamide). Reaction SMILES: Br[C:2]1[C:3]([N:22]2[CH2:26][CH2:25][CH:24]([C:27]([OH:30])([CH3:29])[CH3:28])[CH2:23]2)=[N:4][CH:5]=[C:6]([CH:21]=1)[C:7]([NH:9][C:10]1[CH:15]=[CH:14][C:13]([O:16][C:17]([F:20])([F:19])[F:18])=[CH:12][CH:11]=1)=[O:8].[N:31]1[CH:36]=[C:35](B(O)O)[CH:34]=[N:33][CH:32]=1.C([O-])(O)=O.[Na+]>COCCOC.CCO.CCOC(C)=O.Cl[Pd](Cl)([P](C1C=CC=CC=1)(C1C=CC=CC=1)C1C=CC=CC=1)[P](C1C=CC=CC=1)(C1C=CC=CC=1)C1C=CC=CC=1>[OH:30][C:27]([CH:24]1[CH2:25][CH2:26][N:22]([C:3]2[C:2]([C:35]3[CH:36]=[N:31][CH:32]=[N:33][CH:34]=3)=[CH:21][C:6]([C:7]([NH:9][C:10]3[CH:15]=[CH:14][C:13]([O:16][C:17]([F:20])([F:19])[F:18])=[CH:12][CH:11]=3)=[O:8])=[CH:5][N:4]=2)[CH2:23]1)([CH3:29])[CH3:28] |f:2.3,^1:62,81|. Reported procedure: 5-Bromo-6-(3-(2-hydroxypropan-2-yl)pyrrolidin-1-yl)-N-(4-(trifluoromethoxy)phenyl)nicotinamide (Stage 113.1, 98 mg, 0.2 mmol) and pyrimidin-5-ylboronic acid (49.6 mg, 0.4 mmol) were dissolved in DME (0.8 mL) and EtOH (0.12 mL). A solution of 2 M NaHCO3 (0.3 mL, 0.6 mmol) was added, the RM was flushed with argon, then Pd(PPh3)2Cl2 (14.0 mg, 0.02 mmol) was added. The RM was stirred under argon at 95° C. for 2 h in a sealed pressure safe tube. After cooling at RT, the RM was dissolved in EtOAc, was... Starting materials: C(#N)C1=CC=C(C=O)C=C1 (4-cyano-benzaldehyde), N1[C@H](C(=O)O)CCC1 (L-proline), C(CCC)N1C(C=CC1=O)=O (N-butylmaleimide). Yields the product C(CCC)N1C(C2C(C(N3CCCC23)C2=CC=C(C#N)C=C2)C1=O)=O ((3aRS,4RS,8aSR,8bSR)-4-(2-Butyl-decahydro-1,3-dioxo-pyrrolo[3,4-a]pyrrolizin-4-yl)-benzonitrile). Reaction SMILES: [C:1]([C:3]1[CH:10]=[CH:9][C:6]([CH:7]=O)=[CH:5][CH:4]=1)#[N:2].[NH:11]1[CH2:18][CH2:17][CH2:16][C@H:12]1C(O)=O.[CH2:19]([N:23]1[C:27](=[O:28])[CH:26]=[CH:25][C:24]1=[O:29])[CH2:20][CH2:21][CH3:22]>>[CH2:19]([N:23]1[C:27](=[O:28])[CH:26]2[CH:7]([C:6]3[CH:9]=[CH:10][C:3]([C:1]#[N:2])=[CH:4][CH:5]=3)[N:11]3[CH:12]([CH:25]2[C:24]1=[O:29])[CH2:16][CH2:17][CH2:18]3)[CH2:20][CH2:21][CH3:22]. Procedure: 7.B)c) (3aRS,4RS,8aSR,8bSR)-4-(2-Butyl-decahydro-1,3-dioxo-pyrrolo[3,4-a]pyrrolizin-4-yl)-benzonitrile was prepared analogously to Example 4.B)g) from 4-cyano-benzaldehyde, L-proline and N-butylmaleimide. Yellow oil. 1 H-NMR (DMSO-D6): 7.74 (d, ArH); 7.49 (d, ArH); 4.22 (d, 4-H). Reactants: N1N=CC(=C1)C=1C2=C(N=CN1)N(C=C2)COCC[Si](C)(C)C (4-(1H-pyrazol-4-yl)-7-[2-(trimethylsilyl)ethoxy]methyl-7H-pyrrolo[2,3-d]-pyrimidine), C1CCC2=NCCCN2CC1 (DBU), C(\C=C\CC)=O ((2E)-pent-2-enal), O (water). The solvent is C(C)#N (ACN), C(C)#N (ACN). Reaction conditions: time 1 hour. The product is C[Si](CCOCN1C=CC2=C1N=CN=C2C=2C=NN(C2)C(CC=O)CC)(C)C (3-[4-(7-[2-(Trimethylsilyl)ethoxy]methyl-7H-pyrrolo[2,3-d]pyrimidin-4-yl)-1H-pyrazol-1-yl]pentanal). Reaction SMILES: [NH:1]1[CH:5]=[C:4]([C:6]2[C:7]3[CH:14]=[CH:13][N:12]([CH2:15][O:16][CH2:17][CH2:18][Si:19]([CH3:22])([CH3:21])[CH3:20])[C:8]=3[N:9]=[CH:10][N:11]=2)[CH:3]=[N:2]1.C1CCN2C(=NCCC2)CC1.[CH:34](=[O:39])/[CH:35]=[CH:36]/[CH2:37][CH3:38].O>C(#N)C>[CH3:20][Si:19]([CH3:22])([CH3:21])[CH2:18][CH2:17][O:16][CH2:15][N:12]1[C:8]2[N:9]=[CH:10][N:11]=[C:6]([C:4]3[CH:5]=[N:1][N:2]([CH:36]([CH2:37][CH3:38])[CH2:35][CH:34]=[O:39])[CH:3]=3)[C:7]=2[CH:14]=[CH:13]1. Reported procedure: To a solution of 4-(1H-pyrazol-4-yl)-7-[2-(trimethylsilyl)ethoxy]methyl-7H-pyrrolo[2,3-d]-pyrimidine (100 mg, 0.0003 mol) in ACN (2 mL, 0.04 mol) and DBU (50 μL, 0.0003 mol), the (2E)-pent-2-enal (4.0E1 mg, 0.00048 mol) in 1 ml ACN was added drop wise. The reaction was stirred for 1 h, and then water was added and the resulting mixture extracted with ethyl acetate. The combined organic layers were washed with saturated sodium chloride, dried over magnesium sulfate, filtered and concentrated to g... The reactants are FC(C(=O)O)(F)F (Trifluoroacetic acid), C(C1=CC=CC=C1)OC([C@@H](N)CC1=CNC2=CC=CC=C12)=O (L-tryptophan benzyl ester), C12(CC3CC(CC(C1)C3)C2)CC=O (1-adamantylacetaldehyde), 3A, FC(C(=O)O)(F)F (trifluoroacetic acid), C(C)(=O)OCC.C(Cl)Cl (ethyl acetate DCM). Run in C(Cl)Cl (DCM). Run at time 7 hour. The product is C12(CC3CC(CC(C1)C3)C2)C[C@H]2N[C@@H](CC3=C2NC2=CC=CC=C32)C(=O)OCC3=CC=CC=C3 ((1R,3S)-benzyl 1-(1-adamantyl)methyl-1,2,3,4-tetrahydro-9H-pyrido[3,4-b]-indole-3-carboxylate). As a reaction SMILES: FC(F)(F)C(O)=O.[CH2:8]([O:15][C:16](=[O:29])[C@H:17]([CH2:19][C:20]1[C:28]2[C:23](=[CH:24][CH:25]=[CH:26][CH:27]=2)[NH:22][CH:21]=1)[NH2:18])[C:9]1[CH:14]=[CH:13][CH:12]=[CH:11][CH:10]=1.[C:30]12([CH2:40][CH:41]=O)[CH2:39][CH:34]3[CH2:35][CH:36]([CH2:38][CH:32]([CH2:33]3)[CH2:31]1)[CH2:37]2.C(OCC)(=O)C.C(Cl)Cl>C(Cl)Cl>[C:30]12([CH2:40][C@@H:41]3[C:21]4[NH:22][C:23]5[C:28]([C:20]=4[CH2:19][C@@H:17]([C:16]([O:15][CH2:8][C:9]4[CH:14]=[CH:13][CH:12]=[CH:11][CH:10]=4)=[O:29])[NH:18]3)=[CH:27][CH:26]=[CH:25][CH:24]=5)[CH2:31][CH:32]3[CH2:38][CH:36]([CH2:35][CH:34]([CH2:33]3)[CH2:39]1)[CH2:37]2 |f:3.4|. Procedure: Trifluoroacetic acid (270 μl, 3.5 mmol) was added to a solution of L-tryptophan benzyl ester (10.23 g, 34.8 mmol) and 1-adamantylacetaldehyde (6.2 g, 34.8 mmol) in dry DCM (300 ml) wth 3A molecular sieves (46.5 g) at -10° C. The reaction mixture was allowed to warm to room temperature and stirred for 7 hours. The mixture was cooled to 0° C. trifluoroacetic acid (5.6 ml, 72.7 mmol) added, and stirring continued at room temperature for 16 hours. The reaction mixture was filtered, washed successive...